Dataset: the Open Reaction Database (ORD), a public repository of structured organic reaction records. Task: describe an organic reaction: reactants, conditions, products, and yield The reactants are [N+](=O)([O-])C=1C=C(CSCC)C=CC1N (ethyl 3-nitro-4-aminobenzyl sulfide), [OH-].[Na+] (sodium hydroxide), S(=O)([O-])S(=O)[O-].[Na+].[Na+] (sodium dithionite), S(=O)([O-])S(=O)[O-].[Na+].[Na+] (sodium dithionite). The solvent is C(C)O (ethanol), [OH-].[NH4+] (ammonium hydroxide), O (water), O (water), [OH-].[NH4+] (ammonium hydroxide). Yields the product NC=1C=C(CSCC)C=CC1N (Ethyl 3,4-diaminobenzyl sulfide). Yield: 91.4%. RXN SMILES: S(S([O-])=O)([O-])=O.[Na+].[Na+].[N+:9]([C:12]1[CH:13]=[C:14]([CH:19]=[CH:20][C:21]=1[NH2:22])[CH2:15][S:16][CH2:17][CH3:18])([O-])=O.[OH-].[Na+]>O.C(O)C.[OH-].[NH4+]>[NH2:9][C:12]1[CH:13]=[C:14]([CH:19]=[CH:20][C:21]=1[NH2:22])[CH2:15][S:16][CH2:17][CH3:18] |f:0.1.2,4.5,8.9|. Procedure details: A solution of sodium dithionite (2.05 g, 11.8 mmol) dissolved in 20 ml water and 5 ml concentrated ammonium hydroxide is added to the ethyl 3-nitro-4-aminobenzyl sulfide (1 g, 3.9 mmol) stirred in 20 ml 95% ethanol. The mixture is heated to reflux and 0.6 g sodium dithionite in 2 ml water and 0.5 ml ammonium hydroxide is added immediately. The mixture becomes colorless, is cooled to room temperature, basified with 5 ml 10% sodium hydroxide, evaporated to 1/2 volume, and washed with chloroform (X... Reactants: ClC1=CC=C(C(C(=O)OC)=C1)N (methyl 5-chloroanthranilate), C1(=CC=C(C=C1)S(=O)(=O)Cl)C (p-toluenesulfonyl chloride), O (water). Solvent: N1=CC=CC=C1 (pyridine). Conditions: temperature 5 celsius. Yields the product ClC1=CC(=C(NS(=O)(=O)C2=CC=C(C=C2)C)C=C1)C(=O)OC (4′-chloro-2′-methoxycarbonyl-p-toluenesulfonanilide). The yield is 95.0%. Reaction SMILES: [Cl:1][C:2]1[CH:11]=[C:6]([C:7]([O:9][CH3:10])=[O:8])[C:5]([NH2:12])=[CH:4][CH:3]=1.[C:13]1([CH3:23])[CH:18]=[CH:17][C:16]([S:19](Cl)(=[O:21])=[O:20])=[CH:15][CH:14]=1.O>N1C=CC=CC=1>[Cl:1][C:2]1[CH:3]=[CH:4][C:5]([NH:12][S:19]([C:16]2[CH:17]=[CH:18][C:13]([CH3:23])=[CH:14][CH:15]=2)(=[O:21])=[O:20])=[C:6]([C:7]([O:9][CH3:10])=[O:8])[CH:11]=1. Procedure: To a solution of methyl 5-chloroanthranilate (10.50 g (56.6 mmol) in pyridine (30 ml), p-toluenesulfonyl chloride (12.00 g (62.9 mmol)) was added with stirring at 5° C. The mixture was stirred at room temperature for 18 hours, and then, 200 ml of water was added to the resulting mixture. The crystals separated were filtered and washed to give 18.20 g (95%) of 4′-chloro-2′-methoxycarbonyl-p-toluenesulfonanilide as white crystals. Starting materials: BrCCCl (2-bromochloroethane), BrCCBr (1,2-dibromoethane), IC=1C=NNC1 (4-iodopyrazole), 1-ethoxycarbonyl-2H-indazolin-3-one. The solvent is C1(=CC=CC=C1)C (toluene). Product: IC=1C=NN(C1)CCCl (2-(4-iodo-1H-pyrazol-1-yl)ethyl chloride), IC=1C=NNC1 (4-iodopyrazole). As a reaction SMILES: [I:1][C:2]1[CH:3]=[N:4][NH:5][CH:6]=1.Br[CH2:8][CH2:9][Cl:10].BrCCBr>C1(C)C=CC=CC=1>[I:1][C:2]1[CH:3]=[N:4][N:5]([CH2:8][CH2:9][Cl:10])[CH:6]=1.[I:1][C:2]1[CH:3]=[N:4][NH:5][CH:6]=1. Procedure: When an equivalent amount of 4-iodopyrazole is substituted for 1-ethoxycarbonyl-2H-indazolin-3-one and 2-bromochloroethane is substituted for 1,2-dibromoethane in the procedure of Example 19 using toluene as solvent, 2-(4-iodo-1H-pyrazol-1-yl)ethyl chloride is isolated after column chromatography (4-iodopyrazole, Aldrich, 41%, C).